This data is from the Open Reaction Database (ORD), a public repository of structured organic reaction records. The task is: describe an organic reaction: reactants, conditions, products, and yield Starting materials: CS(=O)(=O)N1CCN(CC1)CC1=CC=2N=C(N=C(C2S1)N1CCOCC1)SC (6-(4-methanesulfonyl-piperazin-1-ylmethyl)-2-methylsulfanyl-4-morpholin-4-yl-thieno[3,2-d]pyrimidine), CC1=NC=C(C=N1)[Sn](CCCC)(CCCC)CCCC (2-methyl-5-tributylstannanyl-pyrimidine). The reagents and catalysts are CSC.[Cu]Br (copper(I)bromide-dimethyl sulfide), C=1C=CC(=CC1)[P](C=2C=CC=CC2)(C=3C=CC=CC3)[Pd]([P](C=4C=CC=CC4)(C=5C=CC=CC5)C=6C=CC=CC6)([P](C=7C=CC=CC7)(C=8C=CC=CC8)C=9C=CC=CC9)[P](C=1C=CC=CC1)(C=1C=CC=CC1)C=1C=CC=CC1 (tetrakis(triphenylphosphine)palladium). Run in C(C)(=O)OCC (ethyl acetate), COCCOC (1,2-dimethoxyethane). Reaction conditions: time 10 minute. Yields the product CC1=NC=C(C=N1)C=1N=C(C2=C(N1)C=C(S2)CN2CCN(CC2)S(=O)(=O)C)N2CCOCC2 (2-(2-methylpyrimidin-5-yl)-4-morpholino-6-(4-N-methylsulfonyl(piperazin-1-yl)methyl)thieno[3,2-d]pyrimidine). Reaction SMILES: [CH3:1][S:2]([N:5]1[CH2:10][CH2:9][N:8]([CH2:11][C:12]2[S:20][C:19]3[C:18]([N:21]4[CH2:26][CH2:25][O:24][CH2:23][CH2:22]4)=[N:17][C:16](SC)=[N:15][C:14]=3[CH:13]=2)[CH2:7][CH2:6]1)(=[O:4])=[O:3].[CH3:29][C:30]1[N:35]=[CH:34][C:33]([Sn](CCCC)(CCCC)CCCC)=[CH:32][N:31]=1>COCCOC.C(OCC)(=O)C.CSC.[Cu]Br.C1C=CC([P]([Pd]([P](C2C=CC=CC=2)(C2C=CC=CC=2)C2C=CC=CC=2)([P](C2C=CC=CC=2)(C2C=CC=CC=2)C2C=CC=CC=2)[P](C2C=CC=CC=2)(C2C=CC=CC=2)C2C=CC=CC=2)(C2C=CC=CC=2)C2C=CC=CC=2)=CC=1>[CH3:29][C:30]1[N:35]=[CH:34][C:33]([C:16]2[N:17]=[C:18]([N:21]3[CH2:26][CH2:25][O:24][CH2:23][CH2:22]3)[C:19]3[S:20][C:12]([CH2:11][N:8]4[CH2:9][CH2:10][N:5]([S:2]([CH3:1])(=[O:4])=[O:3])[CH2:6][CH2:7]4)=[CH:13][C:14]=3[N:15]=2)=[CH:32][N:31]=1 |f:4.5,^1:69,71,90,109|. Procedure details: To a solution of 6-(4-methanesulfonyl-piperazin-1-ylmethyl)-2-methylsulfanyl-4-morpholin-4-yl-thieno[3,2-d]pyrimidine (100 mg) in 1,2-dimethoxyethane (10 mL) was added 2-methyl-5-tributylstannanyl-pyrimidine (176 mg) and copper(I)bromide-dimethyl sulfide (94 mg) and the reaction mixture was stirred at room temperature for 10 minutes. Tetrakis(triphenylphosphine)palladium (0) (13 mg) was then added and the reaction mixture was heated at reflux for 16 h. After cooling to room temperature, the mixt... Starting materials: COC1=CC(=CC=C1)OC (m-dimethoxybenzene), FC(C(=O)O)(F)F (trifluoroacetic acid), C(C1=CC=C(C=C1)OC)C(N1C(C(C1CC(=O)OCC1=CC=C(C=C1)OC)C(C)OC(=O)OCC1=CC=C(C=C1)[N+](=O)[O-])=O)CC1=CC=C(C=C1)OC (1-(di-p-anisylmethyl)-3-(1-p-nitrobenzyloxycarbonyloxyethyl)-4-p-methoxybenzyloxycarbonylmethyl-2-azetidinone). Run in C(Cl)Cl (methylene chloride). Conditions: time 4 hour. Product: C(C1=CC=C(C=C1)OC)C(N1C(C(C1CC(=O)O)C(C)OC(=O)OCC1=CC=C(C=C1)[N+](=O)[O-])=O)CC1=CC=C(C=C1)OC (1-(di-p-anisylmethyl)-3-(1-p-nitrobenzyloxycarbonyloxyethyl)-4-carboxymethyl-2-azetidinone). The yield is 95.3%. RXN SMILES: [CH2:1]([CH:10]([CH2:45][C:46]1[CH:51]=[CH:50][C:49]([O:52][CH3:53])=[CH:48][CH:47]=1)[N:11]1[CH:14]([CH2:15][C:16]([O:18]CC2C=CC(OC)=CC=2)=[O:17])[CH:13]([CH:28]([O:30][C:31]([O:33][CH2:34][C:35]2[CH:40]=[CH:39][C:38]([N+:41]([O-:43])=[O:42])=[CH:37][CH:36]=2)=[O:32])[CH3:29])[C:12]1=[O:44])[C:2]1[CH:7]=[CH:6][C:5]([O:8][CH3:9])=[CH:4][CH:3]=1.COC1C=CC=C(OC)C=1.FC(F)(F)C(O)=O>C(Cl)Cl>[CH2:45]([CH:10]([CH2:1][C:2]1[CH:3]=[CH:4][C:5]([O:8][CH3:9])=[CH:6][CH:7]=1)[N:11]1[CH:14]([CH2:15][C:16]([OH:18])=[O:17])[CH:13]([CH:28]([O:30][C:31]([O:33][CH2:34][C:35]2[CH:40]=[CH:39][C:38]([N+:41]([O-:43])=[O:42])=[CH:37][CH:36]=2)=[O:32])[CH3:29])[C:12]1=[O:44])[C:46]1[CH:47]=[CH:48][C:49]([O:52][CH3:53])=[CH:50][CH:51]=1. Reported procedure: 2.2 g of 1-(di-p-anisylmethyl)-3-(1-p-nitrobenzyloxycarbonyloxyethyl)-4-p-methoxybenzyloxycarbonylmethyl-2-azetidinone was dissolved in 20 ml of dried methylene chloride, and 0.88 g of m-dimethoxybenzene and 2.5 ml of trifluoroacetic acid were added to the solution, followed by stirring at room temperature for 4 hours. The solvent was removed by distillation, and the resulting oily residue was subjected to silica gel chromatography to obtain 1.75 g of 1-(di-p-anisylmethyl)-3-(1-p-nitrobenzyloxyc... Starting materials: C1CCNCC1, COC(=O)C1NCCc2sccc21, Cl. The product is O=C(C1NCCc2sccc21)N1CCCCC1. RXN SMILES: [CH2:15]1[CH2:16][CH2:17][NH:18][CH2:19][CH2:20]1.[CH3:2][O:3][C:4](=[O:5])[CH:6]1[NH:7][CH2:8][CH2:9][c:10]2[c:11]1[cH:12][cH:13][s:14]2.[ClH:1]>>[C:4](=[O:5])([CH:6]1[NH:7][CH2:8][CH2:9][c:10]2[c:11]1[cH:12][cH:13][s:14]2)[N:18]1[CH2:17][CH2:16][CH2:15][CH2:20][CH2:19]1.